From a dataset of the Open Reaction Database (ORD), a public repository of structured organic reaction records. describe an organic reaction: reactants, conditions, products, and yield Reactants: C(C)OC(=O)CCCCCC1=CC=CC=2N1C=NC2 (5-(5-ethoxycarbonylpentyl)-imidazo[1,5-a]pyridine), CN (methylamine). Solvent: C(CCC)O (n-butanol). Product: CNC(=O)CCCCCC1=CC=CC=2N1C=NC2 (5-[5-(N-methylcarbamoyl)pentyl]-imidazo[1,5-a]pyridine). RXN SMILES: C(O[C:4]([CH2:6][CH2:7][CH2:8][CH2:9][CH2:10][C:11]1[N:16]2[CH:17]=[N:18][CH:19]=[C:15]2[CH:14]=[CH:13][CH:12]=1)=[O:5])C.[CH3:20][NH2:21]>C(O)CCC>[CH3:20][NH:21][C:4]([CH2:6][CH2:7][CH2:8][CH2:9][CH2:10][C:11]1[N:16]2[CH:17]=[N:18][CH:19]=[C:15]2[CH:14]=[CH:13][CH:12]=1)=[O:5]. Procedure details: A solution of 3.9 g of 5-(5-ethoxycarbonylpentyl)-imidazo[1,5-a]pyridine in 40 ml of n-butanol is saturated with methylamine and heated on a steam bath for 56 hours in a pressure bottle. The reaction mixture is evaporated to dryness; the resulting product is first crystallized from ether and then recrystallized from 1:1 ethyl acetate-ether to yield the 5-[5-(N-methylcarbamoyl)pentyl]-imidazo[1,5-a]pyridine melting at 118°-22°. Reactants: COC(=O)C=1SC=CC1S(N(C)CC(=O)OCC)(=O)=O (3-(N-carbethoxymethyl-N-methylsulfamoyl)-thiophene-2-carboxylic acid methyl ester), C[O-].[Na+] (sodium methylate), Cl (hydrochloric acid). Reaction conditions: time 15 minute. Product: OC1=C(N(S(C2=C1SC=C2)(=O)=O)C)C(=O)OC (4-hydroxy-3-methoxycarbonyl-2-methyl-2H-thieno[2,3-e]-1,2-thiazine 1,1-dioxide). As a reaction SMILES: C[O:2][C:3]([C:5]1[S:6][CH:7]=[CH:8][C:9]=1[S:10](=[O:20])(=[O:19])[N:11]([CH2:13][C:14]([O:16][CH2:17]C)=[O:15])[CH3:12])=O.C[O-].[Na+].Cl>>[OH:2][C:3]1[C:5]2[S:6][CH:7]=[CH:8][C:9]=2[S:10](=[O:20])(=[O:19])[N:11]([CH3:12])[C:13]=1[C:14]([O:16][CH3:17])=[O:15] |f:1.2|. Reported procedure: 13.2 G. (0.041 mol) of the obtained 3-(N-carbethoxymethyl-N-methylsulfamoyl)-thiophene-2-carboxylic acid methyl ester are suspended in 42 ml. of a 1-N methanolic sodium methylate solution in the cold and under a nitrogen atmosphere, everything dissolving after stirring for 15 minutes. The solution is heated to reflux for 25 minutes, cooled, neutralized with concentrated hydrochloric acid and evaporated in vacuo. The residue is taken up in methylene chloride, shaken out once each time with water ...